From a dataset of the Open Reaction Database (ORD), a public repository of structured organic reaction records. describe an organic reaction: reactants, conditions, products, and yield The reactants are CCCCCCc1cc2c(cc1C(=O)O)C(C)(C)CCC2(C)C, ClCCl, CN(C)c1ccncc1, C(=NC1CCCCC1)=NC1CCCCC1, [Cl-], [NH4+], O=C(OCc1ccccc1)c1ccc(O)nc1. Product: CCCCCCc1cc2c(cc1C(=O)Oc1ccc(C(=O)OCc3ccccc3)cn1)C(C)(C)CCC2(C)C. Reaction SMILES: [CH2:1]([CH2:2][CH2:3][CH2:4][CH2:5][CH3:6])[c:7]1[c:8]([C:21](=[O:22])[OH:23])[cH:9][c:10]2[c:15]([cH:16]1)[C:14]([CH3:17])([CH3:18])[CH2:13][CH2:12][C:11]2([CH3:19])[CH3:20].[CH2:58]([Cl:59])[Cl:60].[CH3:61][N:62]([CH3:63])[c:64]1[cH:65][cH:66][n:67][cH:68][cH:69]1.[CH:41]1([N:42]=[C:43]=[N:44][CH:45]2[CH2:46][CH2:47][CH2:48][CH2:49][CH2:50]2)[CH2:51][CH2:52][CH2:53][CH2:54][CH2:55]1.[Cl-:56].[NH4+:57].[OH:24][c:25]1[n:26][cH:27][c:28]([C:29](=[O:30])[O:31][CH2:32][c:33]2[cH:34][cH:35][cH:36][cH:37][cH:38]2)[cH:39][cH:40]1>>[CH2:1]([CH2:2][CH2:3][CH2:4][CH2:5][CH3:6])[c:7]1[c:8]([C:21](=[O:22])[O:23][c:25]2[n:26][cH:27][c:28]([C:29](=[O:30])[O:31][CH2:32][c:33]3[cH:34][cH:35][cH:36][cH:37][cH:38]3)[cH:39][cH:40]2)[cH:9][c:10]2[c:15]([cH:16]1)[C:14]([CH3:17])([CH3:18])[CH2:13][CH2:12][C:11]2([CH3:19])[CH3:20]. The reactants are C1CCOC1, CCN=C=NCCCN(C)C, CN(C)c1ccncc1, Cl, CC(C)(C)COc1c(C=Cc2nc3sccn3c2C(=O)O)cccc1OC(F)F, N#Cc1ccc(N)nc1, CN(C)C=O. Product: CC(C)(C)COc1c(C=Cc2nc3sccn3c2C(=O)Nc2ccc(C#N)cn2)cccc1OC(F)F. Reaction SMILES: [CH2:60]1[O:61][CH2:62][CH2:63][CH2:64]1.[CH3:39][CH2:40][N:41]=[C:42]=[N:43][CH2:44][CH2:45][CH2:46][N:47]([CH3:48])[CH3:49].[CH3:51][N:52]([c:53]1[cH:54][cH:55][n:56][cH:57][cH:58]1)[CH3:59].[ClH:50].[F:1][CH:2]([O:3][c:4]1[c:5]([O:23][CH2:24][C:25]([CH3:26])([CH3:27])[CH3:28])[c:6]([CH:10]=[CH:11][c:12]2[n:13][c:14]3[s:15][cH:16][cH:17][n:18]3[c:19]2[C:20](=[O:21])[OH:22])[cH:7][cH:8][cH:9]1)[F:29].[NH2:30][c:31]1[n:32][cH:33][c:34]([C:35]#[N:36])[cH:37][cH:38]1.[O:65]=[CH:66][N:67]([CH3:68])[CH3:69]>>[F:1][CH:2]([O:3][c:4]1[c:5]([O:23][CH2:24][C:25]([CH3:26])([CH3:27])[CH3:28])[c:6]([CH:10]=[CH:11][c:12]2[n:13][c:14]3[s:15][cH:16][cH:17][n:18]3[c:19]2[C:20](=[O:21])[NH:30][c:31]2[n:32][cH:33][c:34]([C:35]#[N:36])[cH:37][cH:38]2)[cH:7][cH:8][cH:9]1)[F:29]. Starting materials: C(C)C(C=O)C(C)=O (2-ethyl-3-oxobutanal), [Na] (sodium), [N+](=O)([O-])CC(=O)N (nitroacetamide), C(C)(=O)[O-].[NH2+]1CCCCC1 (piperidinium acetate). Solvent: O (water). Reaction conditions: time 22 hour. The product is C(C)C=1C=C(C(NC1C)=O)[N+](=O)[O-] (5-ethyl-6-methyl-3-nitro-2-(1H)-pyridinone). The yield is 80.0%. As a reaction SMILES: [CH2:1]([CH:3]([C:6](=O)[CH3:7])[CH:4]=O)[CH3:2].[Na].[N+:10]([CH2:13][C:14]([NH2:16])=[O:15])([O-:12])=[O:11].C([O-])(=O)C.[NH2+]1CCCCC1>O>[CH2:6]([C:3]1[CH:4]=[C:13]([N+:10]([O-:12])=[O:11])[C:14](=[O:15])[NH:16][C:1]=1[CH3:2])[CH3:7] |f:3.4,^1:8|. Reported procedure: A mixture of 2-ethyl-3-oxobutanal, sodium salt (7.5 g, 55 mmol), nitroacetamide (6.6 g, 63 mmol), aqueous piperidinium acetate (4.4 mL) [prepared from glacial acetic acid (42 mL), water (100 mL) and piperidine (72 mL)] in water (45 mL) was stirred at room temperature for 22 hours. The yellow precipitate was collected by filtration and air dried to yield 8.0 g (80%) of 5-ethyl-6-methyl-3-nitro-2-(1H)-pyridinone. The reactants are O (water), C([O-])(O)=O.[Na+] (sodium bicarbonate), solution o, NC1=C(SC=2N(C(C=3C=CC=CC3C21)=O)C2=CC=CC=C2)C(=O)OC (methyl 1-amino-4,5-dihydro-5-oxo-4-phenyl-thieno[2,3-c]isoquinoline-2-carboxylate), P(=O)(Cl)(Cl)Cl (phosphorus oxychloride). Solvent: CN(C=O)C (dimethylformamide). Conditions: time 30 minute. Product: CN(C)C=NC1=C(SC=2N(C(C=3C=CC=CC3C21)=O)C2=CC=CC=C2)C(=O)OC (Methyl 1-dimethylaminomethyleneamino-4,5-dihydro-5-oxo-4-phenyl-thieno[2,3-c]isoquinoline-2-carboxylate). As a reaction SMILES: [NH2:1][C:2]1[C:14]2[C:13]3[CH:12]=[CH:11][CH:10]=[CH:9][C:8]=3[C:7](=[O:15])[N:6]([C:16]3[CH:21]=[CH:20][CH:19]=[CH:18][CH:17]=3)[C:5]=2[S:4][C:3]=1[C:22]([O:24][CH3:25])=[O:23].P(Cl)(Cl)(Cl)=O.O.C(=O)(O)[O-].[Na+]>CN(C)C=O>[CH3:5][N:6]([CH:16]=[N:1][C:2]1[C:14]2[C:13]3[CH:12]=[CH:11][CH:10]=[CH:9][C:8]=3[C:7](=[O:15])[N:6]([C:16]3[CH:21]=[CH:20][CH:19]=[CH:18][CH:17]=3)[C:5]=2[S:4][C:3]=1[C:22]([O:24][CH3:25])=[O:23])[CH3:7] |f:3.4|. Procedure details: To a solution o 1.05 g of methyl 1-amino-4,5-dihydro-5-oxo-4-phenyl-thieno[2,3-c]isoquinoline-2-carboxylate in 20 ml of dimethylformamide was added 0.55 g of phosphorus oxychloride at room temperature, and the mixture was stirred for 30 minutes. The reaction mixture was poured into water, and neutralized with a saturated sodium bicarbonate aqueous solution, and precipitates were collected by a filtration. The precipitates were washed with water, and dried under reduced pressure. The residue was ... Procedure details: From 4-methylbenzyl alcohol (5.0 g; 41 mmol) and 5-amino-4-oxopentanoic acid hydrochloride (1.0 g; 6.0 mmol). The reaction was complete after 2 days. The yield was 0.84 g (52%). Reaction conditions: time 2 day. RXN SMILES: [CH3:1][C:2]1[CH:9]=[CH:8][C:5]([CH2:6][OH:7])=[CH:4][CH:3]=1.[ClH:10].[NH2:11][CH2:12][C:13](=[O:19])[CH2:14][CH2:15][C:16](O)=[O:17]>>[ClH:10].[NH2:11][CH2:12][C:13](=[O:19])[CH2:14][CH2:15][C:16]([O:7][CH2:6][C:5]1[CH:8]=[CH:9][C:2]([CH3:1])=[CH:3][CH:4]=1)=[O:17] |f:1.2,3.4|. Reactants: CC1=CC=C(CO)C=C1 (4-methylbenzyl alcohol), Cl.NCC(CCC(=O)O)=O (5-amino-4-oxopentanoic acid hydrochloride). Product: Cl.NCC(CCC(=O)OCC1=CC=C(C=C1)C)=O (4-Methylbenzyl 5-amino-4-oxopentanoate Hydrochloride). Reactants: compound, ClC1=NC=NC2=CC=C(C=C12)O (4-chloro-6-hydroxy-quinazoline), ClC1=NC=CC=C1Cl (2,3-dichloropyridine), N1=C(SC2=NC=CC=C21)N (thiazolo[5,4-b]pyridin-2-yl-amine). Yields the product ClC=1C(=NC=CC1)OC=1C=C2C(=NC=NC2=CC1)NC=1SC2=NC=CC=C2N1 ([6-(3-Chloropyridin-2-yloxy)-quinazolin-4-yl]-thiazolo[5,4-b]pyridin-2-yl-amine). As a reaction SMILES: Cl[C:2]1[C:7]([Cl:8])=[CH:6][CH:5]=[CH:4][N:3]=1.[N:9]1[C:17]2[C:12](=[N:13][CH:14]=[CH:15][CH:16]=2)[S:11][C:10]=1[NH2:18].Cl[C:20]1[C:29]2[C:24](=[CH:25][CH:26]=[C:27]([OH:30])[CH:28]=2)[N:23]=[CH:22][N:21]=1>>[Cl:8][C:7]1[C:2]([O:30][C:27]2[CH:28]=[C:29]3[C:24](=[CH:25][CH:26]=2)[N:23]=[CH:22][N:21]=[C:20]3[NH:18][C:10]2[S:11][C:12]3[C:17]([N:9]=2)=[CH:16][CH:15]=[CH:14][N:13]=3)=[N:3][CH:4]=[CH:5][CH:6]=1. Reported procedure: The compound of Example 79 was manufactured by the same method as in Example 95, by a similar method thereto or by a combination of such a method with a conventional method using 2,3-dichloropyridine, thiazolo[5,4-b]pyridin-2-yl-amine and 4-chloro-6-hydroxy-quinazoline. Starting materials: C(CCC(=O)O)(=O)O (succinic acid), C(C(O)CC(=O)O)(=O)O (malic acid). Reagents/catalysts: [Ge](=O)=O (germanium dioxide). Yields the product polyester, C(CCC(=O)O)(=O)O (succinic acid), C(CCCO)O (1,4-butanediol), C(C(O)CC(=O)O)(=O)O (malic acid). As a reaction SMILES: [C:1]([OH:8])(=[O:7])[CH2:2][CH2:3][C:4]([OH:6])=[O:5].[C:9]([OH:17])(=[O:16])[CH:10]([CH2:12][C:13]([OH:15])=[O:14])[OH:11]>[Ge](=O)=O>[C:1]([OH:8])(=[O:7])[CH2:2][CH2:3][C:4]([OH:6])=[O:5].[CH2:9]([OH:16])[CH2:10][CH2:12][CH2:13][OH:14].[C:9]([OH:17])(=[O:16])[CH:10]([CH2:12][C:13]([OH:15])=[O:14])[OH:11]. Procedure details: As a result of production of a polyester in the same manner as in Example 1-A except that 100.3 g (0.85 mol) of succinic acid, 80.4 g (0.89 mol) of 1,4-butanediol, 0.37 g (2.8×10−3 mol) of malic acid, and 1.34 g (2.8×10−3 mol, 0.64 mol % relative to succinic acid as a whole) of 27.7% by weight of an aqueous malic acid solution in which germanium dioxide as a catalyst had been dissolved in an amount of 4% by weight beforehand were added at the feed of the starting materials in Example 1-A, a poly... RXN SMILES: [Cl:1][c:2]1[cH:3][c:4]2[cH:5][c:6]([C:17]3=[N:21][CH:20]([CH2:22][C:23](=[O:24])[OH:25])[CH2:19][S:18]3)[nH:7][c:8]2[c:9]([NH:11][CH:12]2[CH2:13][CH2:14][CH2:15][CH2:16]2)[cH:10]1.[NH2:26][CH2:27][CH2:28][N:29]1[CH2:30][CH2:31][O:32][CH2:33][CH2:34]1>>[Cl:1][c:2]1[cH:3][c:4]2[cH:5][c:6]([C:17]3=[N:21][CH:20]([CH2:22][C:23](=[O:25])[NH:26][CH2:27][CH2:28][N:29]4[CH2:30][CH2:31][O:32][CH2:33][CH2:34]4)[CH2:19][S:18]3)[nH:7][c:8]2[c:9]([NH:11][CH:12]2[CH2:13][CH2:14][CH2:15][CH2:16]2)[cH:10]1. The reactants are O=C(O)CC1CSC(c2cc3cc(Cl)cc(NC4CCCC4)c3[nH]2)=N1, NCCN1CCOCC1. Product: O=C(CC1CSC(c2cc3cc(Cl)cc(NC4CCCC4)c3[nH]2)=N1)NCCN1CCOCC1. Reactants: CCO, [Cl-], Cl, CC(C)(C)OC(=O)NC(CN=[N+]=[N-])Cc1ccccc1, [Na+], O. Yields the product [N-]=[N+]=NCC(N)Cc1ccccc1. Reaction SMILES: [CH3:24][CH2:25][OH:26].[Cl-:21].[ClH:23].[N:1](=[N+:2]=[N-:3])[CH2:4][CH:5]([CH2:6][c:7]1[cH:8][cH:9][cH:10][cH:11][cH:12]1)[NH:13][C:14]([O:15][C:16]([CH3:17])([CH3:18])[CH3:19])=[O:20].[Na+:22].[OH2:27]>>[N:1](=[N+:2]=[N-:3])[CH2:4][CH:5]([CH2:6][c:7]1[cH:8][cH:9][cH:10][cH:11][cH:12]1)[NH2:13].